Dataset: the Open Reaction Database (ORD), a public repository of structured organic reaction records. Task: describe an organic reaction: reactants, conditions, products, and yield The reactants are O=C1OC(c2cccc(F)c2)(c2cccc(F)c2)C2CNCCN12, O=C=NCc1ccc(F)cc1, C1CCOC1. Yields the product O=C(NCc1ccc(F)cc1)N1CCN2C(=O)OC(c3cccc(F)c3)(c3cccc(F)c3)C2C1. RXN SMILES: [F:1][c:2]1[cH:3][c:4]([C:8]2([c:18]3[cH:19][c:20]([F:24])[cH:21][cH:22][cH:23]3)[O:9][C:10](=[O:17])[N:11]3[CH:12]2[CH2:13][NH:14][CH2:15][CH2:16]3)[cH:5][cH:6][cH:7]1.[F:25][c:26]1[cH:27][cH:28][c:29]([CH2:32][N:33]=[C:34]=[O:35])[cH:30][cH:31]1.[O:36]1[CH2:37][CH2:38][CH2:39][CH2:40]1>>[F:1][c:2]1[cH:3][c:4]([C:8]2([c:18]3[cH:19][c:20]([F:24])[cH:21][cH:22][cH:23]3)[O:9][C:10](=[O:17])[N:11]3[CH:12]2[CH2:13][N:14]([C:34]([NH:33][CH2:32][c:29]2[cH:28][cH:27][c:26]([F:25])[cH:31][cH:30]2)=[O:35])[CH2:15][CH2:16]3)[cH:5][cH:6][cH:7]1.